From a dataset of the Open Reaction Database (ORD), a public repository of structured organic reaction records. describe an organic reaction: reactants, conditions, products, and yield Reactants: [N+](=O)([O-])C=1C=C(C=CC1)B(O)O (3-Nitrobenzene boronic acid), C(=O)([O-])[O-].[Na+].[Na+] (Na2CO3), tetrakistriphenylphosphine palladium, BrC=1C=C(C=C2C=CC=NC12)C(C)C (8-Bromo-6-isopropylquinoline). The solvent is C(C)O.C1=CC=CC=C1 (ethanol benzene). Product: C(C)(C)C=1C=C2C=CC=NC2=C(C1)C1=CC(=CC=C1)[N+](=O)[O-] (6-isopropyl-8-(3-nitrophenyl)quinoline). The yield is 89.3%. RXN SMILES: Br[C:2]1[CH:3]=[C:4]([CH:12]([CH3:14])[CH3:13])[CH:5]=[C:6]2[C:11]=1[N:10]=[CH:9][CH:8]=[CH:7]2.[N+:15]([C:18]1[CH:19]=[C:20](B(O)O)[CH:21]=[CH:22][CH:23]=1)([O-:17])=[O:16].C([O-])([O-])=O.[Na+].[Na+]>C(O)C.C1C=CC=CC=1>[CH:12]([C:4]1[CH:5]=[C:6]2[C:11](=[C:2]([C:22]3[CH:21]=[CH:20][CH:19]=[C:18]([N+:15]([O-:17])=[O:16])[CH:23]=3)[CH:3]=1)[N:10]=[CH:9][CH:8]=[CH:7]2)([CH3:14])[CH3:13] |f:2.3.4,5.6|. Procedure details: 8-Bromo-6-isopropylquinoline (1.15 g) was dissolved in 46 mL of ethanol/benzene (1:1). 3-Nitrobenzene boronic acid (1.4 g), Na2CO3 (2M, 9.2 mL) and tetrakistriphenylphosphine palladium (0.23 g) were added successively. The reaction mixture was refluxed for 6 hours and then cooled and concentrated. The resulting residue was partitioned between 75 mL H2O and 100 mL of ethyl acetate, and extracted with ethyl acetate (2×100 mL). The extracts were then dried over MgSO4, filtered, concentrated and chr...